Dataset: the Open Reaction Database (ORD), a public repository of structured organic reaction records. Task: describe an organic reaction: reactants, conditions, products, and yield Starting materials: O=C([O-])O, C1CCOC1, CC(C)=O, [Na+], Cc1cccc(C(C)C(=O)C=CC2C(OC(=O)c3ccccc3)CC3OC(=O)CC32)c1. Yields the product Cc1cccc(C(C)C(O)C=CC2C(OC(=O)c3ccccc3)CC3OC(=O)CC32)c1. Reaction SMILES: [C:36](=[O:37])([O-:38])[OH:39].[CH2:41]1[O:42][CH2:43][CH2:44][CH2:45]1.[CH3:32][C:33](=[O:34])[CH3:35].[Na+:40].[O:1]=[C:2]([CH:3]=[CH:4][CH:5]1[CH:6]2[CH2:7][C:8](=[O:22])[O:9][CH:10]2[CH2:11][CH:12]1[O:13][C:14]([c:15]1[cH:16][cH:17][cH:18][cH:19][cH:20]1)=[O:21])[CH:23]([CH3:24])[c:25]1[cH:26][c:27]([CH3:31])[cH:28][cH:29][cH:30]1>>[OH:1][CH:2]([CH:3]=[CH:4][CH:5]1[CH:6]2[CH2:7][C:8](=[O:22])[O:9][CH:10]2[CH2:11][CH:12]1[O:13][C:14]([c:15]1[cH:16][cH:17][cH:18][cH:19][cH:20]1)=[O:21])[CH:23]([CH3:24])[c:25]1[cH:26][c:27]([CH3:31])[cH:28][cH:29][cH:30]1. Starting materials: NC1=CC=C(C=N1)OC1=CC=NC2=CC(=C(C=C12)OC)OCC1CCN(CC1)C(=O)OC(C)(C)C (tert-butyl 4-(((4-((6-aminopyridin-3-yl)oxy)-6-methoxyquinolin-7-yl)oxy)methyl)piperidine-1-carboxylate), COC1=C(C=CC=C1)C=1N=C(SC1)C(=O)Cl (4-(2-methoxyphenyl)thiazole-2-carbonyl chloride), COC1=C(C=CC=C1)C=1N=C(SC1)C(=O)O (4-(2-methoxyphenyl)thiazole-2-carboxylic acid). The product is COC=1C=C2C(=CC=NC2=CC1OCC1CCNCC1)OC=1C=CC(=NC1)NC(=O)C=1SC=C(N1)C1=C(C=CC=C1)OC (N-(5-((6-methoxy-7-(piperidin-4-ylmethoxy)quinolin-4-yl)oxy)pyridin-2-yl)-4-(2-methoxyphenyl)thiazole-2-carboxamide). Reaction SMILES: [NH2:1][C:2]1[N:7]=[CH:6][C:5]([O:8][C:9]2[C:18]3[C:13](=[CH:14][C:15]([O:21][CH2:22][CH:23]4[CH2:28][CH2:27][N:26](C(OC(C)(C)C)=O)[CH2:25][CH2:24]4)=[C:16]([O:19][CH3:20])[CH:17]=3)[N:12]=[CH:11][CH:10]=2)=[CH:4][CH:3]=1.[CH3:36][O:37][C:38]1[CH:43]=[CH:42][CH:41]=[CH:40][C:39]=1[C:44]1[N:45]=[C:46]([C:49](Cl)=[O:50])[S:47][CH:48]=1.COC1C=CC=CC=1C1N=C(C(O)=O)SC=1>>[CH3:20][O:19][C:16]1[CH:17]=[C:18]2[C:13](=[CH:14][C:15]=1[O:21][CH2:22][CH:23]1[CH2:28][CH2:27][NH:26][CH2:25][CH2:24]1)[N:12]=[CH:11][CH:10]=[C:9]2[O:8][C:5]1[CH:4]=[CH:3][C:2]([NH:1][C:49]([C:46]2[S:47][CH:48]=[C:44]([C:39]3[CH:40]=[CH:41][CH:42]=[CH:43][C:38]=3[O:37][CH3:36])[N:45]=2)=[O:50])=[N:7][CH:6]=1. Procedure: Following the general procedure reported in Preparative Example 16 Step 5 X13 was prepared from tert-butyl 4-(((4-((6-aminopyridin-3-yl)oxy)-6-methoxyquinolin-7-yl)oxy)methyl)piperidine-1-carboxylate and 4-(2-methoxyphenyl)thiazole-2-carbonyl chloride, which was prepared similar to Preparative Example 16 step 4 from commercially available 4-(2-methoxyphenyl)thiazole-2-carboxylic acid. 1H NMR (400 MHz, d6-DMSO, 300K) δ 1.40 (m, 2H), 1.87 (d, J=12.6 Hz, 2H), 2.07 (m, 1H), 2.76 (t, J=11.8 Hz, 2H), ...